This data is from the Open Reaction Database (ORD), a public repository of structured organic reaction records. The task is: describe an organic reaction: reactants, conditions, products, and yield The reactants are O=S(Cl)Cl (SOCl2), O1CCOC12CCC(CC2)CO (1,4-dioxaspiro[4.5]decan-8-ylmethanol), N1=CC=CC=C1 (pyridine). The solvent is C(Cl)(Cl)Cl (CHCl3). The product is ClCC1CCC2(OCCO2)CC1 (8-(Chloromethyl)-1,4-dioxaspiro[4.5]decane). Isolated yield 88.1%. Reaction SMILES: O=S(Cl)[Cl:3].[O:5]1[C:9]2([CH2:14][CH2:13][CH:12]([CH2:15]O)[CH2:11][CH2:10]2)[O:8][CH2:7][CH2:6]1.N1C=CC=CC=1>C(Cl)(Cl)Cl>[Cl:3][CH2:15][CH:12]1[CH2:13][CH2:14][C:9]2([O:8][CH2:7][CH2:6][O:5]2)[CH2:10][CH2:11]1. Procedure: SOCl2 (37.1 mL, 509 mmol, 1.3 equiv) was slowly added to a stirred solution of 1,4-dioxaspiro[4.5]decan-8-ylmethanol (67.3 g, 391 mmol) and pyridine (94.8 mL, 1175 mmol, 3 equiv.) in CHCl3 (400 mL) Caution: The reaction is exothermic. The resulting yellow mixture was heated at reflux for 1.5 h and concentrated. The residue was partitioned between water (500 ml) and ether (500 ml). The layers were separated and the aqueous layer was re-extracted with ether (200 ml). The combined ether layers were... Reactants: O=C1OCCN1P(=O)(N1C(OCC1)=O)Cl (Bis(2-oxo-3-oxazolidinyl)phosphinic chloride), O[C@@H]1C[C@H](N(C1)C(=O)OC(C)(C)C)C(=O)O (trans-4-hydroxy-N-tert-butoxycarbonyl-L-proline), NC=1C=NC2=CC=CC=C2C1 (3-aminoquinoline), C(C)(C)N(CC)C(C)C (diisopropylethylamine). Solvent: ClCCl (dichloromethane). Run at time 45 hour. Product: N1=CC(=CC2=CC=CC=C12)NC([C@H]1N(C[C@@H](C1)O)C(=O)OC(C)(C)C)=O (trans-4-Hydroxy-N-tert-Butoxycarbonyl-L-Proline 3-Quinolylamide). The yield is 109.1%. Reaction SMILES: O=C1N(P(Cl)(N2CCOC2=O)=O)CCO1.[OH:16][C@H:17]1[CH2:21][N:20]([C:22]([O:24][C:25]([CH3:28])([CH3:27])[CH3:26])=[O:23])[C@H:19]([C:29]([OH:31])=O)[CH2:18]1.[NH2:32][C:33]1[CH:34]=[N:35][C:36]2[C:41]([CH:42]=1)=[CH:40][CH:39]=[CH:38][CH:37]=2.C(N(C(C)C)CC)(C)C>ClCCl>[N:35]1[C:36]2[C:41](=[CH:40][CH:39]=[CH:38][CH:37]=2)[CH:42]=[C:33]([NH:32][C:29](=[O:31])[C@@H:19]2[CH2:18][C@@H:17]([OH:16])[CH2:21][N:20]2[C:22]([O:24][C:25]([CH3:26])([CH3:27])[CH3:28])=[O:23])[CH:34]=1. Reported procedure: Bis(2-oxo-3-oxazolidinyl)phosphinic chloride (5.72 g) was added to a solution of trans-4-hydroxy-N-tert-butoxycarbonyl-L-proline (3.47 g), 3-aminoquinoline (2.17 g), and diisopropylethylamine (5 mL) in dichloromethane (100 mL) at 0° C. After stirring at room temperature for 45 hr, the solvent was removed in vacuo. Ethyl acetate (500 mL) and 2 N sodium carbonate (500 mL) were added to the residue. The separated organic layer was washed with brine, dried over anhydrous sodium sulfate, and evaporat... Run at time 8 hour. Procedure details: PEG400MS (polyethylene glycol 400 monostearate)—100 g (0.25 mol) of CARBOWAX™ 400 diol (commercially available from Union Carbide Corp., Danbury, Conn.) was combined with 71 g (0.25 mol) of stearic acid in 400 g of toluene in a 3-necked flask equipped with stirrer, heating mantle, thermometer and condenser. The contents were heated, azeotroped dry using a Dean Stark trap, and were allowed to cool. Next, 1.0 g (0 5% by weight of solids) of p-toluene sulfonic acid was added, and the mixture was re... As a reaction SMILES: [CH3:1][CH2:2][CH2:3][CH2:4][CH2:5][CH2:6][CH2:7][CH2:8][CH2:9][CH2:10][CH2:11][CH2:12][CH2:13][CH2:14][CH2:15][CH2:16][CH2:17][C:18]([O:20][CH2:21][CH2:22][O:23][CH2:24][CH2:25][O:26][CH2:27][CH2:28][O:29][CH2:30][CH2:31][O:32][CH2:33][CH2:34][O:35][CH2:36][CH2:37][O:38][CH2:39][CH2:40][O:41][CH2:42][CH2:43][OH:44])=[O:19].[C:45](O)(=[O:63])[CH2:46]CCCCCCCCCCCCCCCC>C1(C)C=CC=CC=1>[CH2:17]([C:18]([O:20][CH2:21][CH2:22][O:23][CH2:24][CH2:25][O:26][CH2:27][CH2:28][O:29][CH2:30][CH2:31][O:32][CH2:33][CH2:34][O:35][CH2:36][CH2:37][O:38][CH2:39][CH2:40][O:41][CH2:42][CH2:43][O:44][CH2:46][CH2:45][OH:63])=[O:19])[CH2:16][CH2:15][CH2:14][CH2:13][CH2:12][CH2:11][CH2:10][CH2:9][CH2:8][CH2:7][CH2:6][CH2:5][CH2:4][CH2:3][CH2:2][CH3:1]. The solvent is C1(=CC=CC=C1)C (toluene). Yields the product monoester, C(CCCCCCCCCCCCCCCC)C(=O)OCCOCCOCCOCCOCCOCCOCCOCCOCCO (C17H35C(O)O(C2H4O)8C2H4OH). Reactants: C(CCCCCCCCCCCCCCCCC)(=O)O (stearic acid), diol, CCCCCCCCCCCCCCCCCC(=O)OCCOCCOCCOCCOCCOCCOCCOCCO (PEG400MS), CARBOWAX. The reactants are FC1=CC=C(CN)C=C1 (p-fluorobenzylamine), ClC1=C(C(=O)O)C=CC=N1 (2-Chloronicotinic acid), ClC(=O)OCC(C)C (Isobutyl chloroformate), three, CN1CCOCC1 (N-methylmorpholine), Cl (HCl). Solvent: C1CCOC1 (THF). Run at temperature -5 celsius, time 30 minute. Yields the product FC1=CC=C(CNC(C2=C(N=CC=C2)Cl)=O)C=C1 (N-(4-Fluorobenzyl)-2-Chloronicotinamide). Yield: 80.8%. Reaction SMILES: [Cl:1][C:2]1[N:10]=[CH:9][CH:8]=[CH:7][C:3]=1[C:4]([OH:6])=O.CN1CCOCC1.ClC(OCC(C)C)=O.[F:26][C:27]1[CH:34]=[CH:33][C:30]([CH2:31][NH2:32])=[CH:29][CH:28]=1.Cl>C1COCC1>[F:26][C:27]1[CH:34]=[CH:33][C:30]([CH2:31][NH:32][C:4](=[O:6])[C:3]2[CH:7]=[CH:8][CH:9]=[N:10][C:2]=2[Cl:1])=[CH:29][CH:28]=1. Reported procedure: 2-Chloronicotinic acid (2.5 grams, 15.9 mmol) and 80 ml THF is placed in a 250 ml three neck round bottom flask equipped with mechanical stirring, a thermometer and a rubber septum with a nitrogen inlet. The reaction mixture is cooled to -5° C. and N-methylmorpholine (1.6 grams, 15.9 mmol) added via syringe. Isobutyl chloroformate (2.2 grams, 15.9 mmol) is then added via syringe while maintaining the temperature below 0° C. The reaction is stirred for 30 minutes at -5° C. The p-fluorobenzylamine... The reactants are CC(=O)c1ccc(C(=O)O)cc1, CCCCCCCCCCCCN. Product: CCCCCCCCCCCCNC(=O)c1ccc(C(C)=O)cc1. RXN SMILES: [C:1]([CH3:2])(=[O:3])[c:4]1[cH:5][cH:6][c:7]([C:8](=[O:9])[OH:10])[cH:11][cH:12]1.[CH2:13]([CH2:14][CH2:15][CH2:16][CH2:17][CH2:18][CH2:19][CH2:20][CH2:21][CH2:22][CH2:23][CH3:24])[NH2:25]>>[C:1]([CH3:2])(=[O:3])[c:4]1[cH:5][cH:6][c:7]([C:8](=[O:10])[NH:25][CH2:13][CH2:14][CH2:15][CH2:16][CH2:17][CH2:18][CH2:19][CH2:20][CH2:21][CH2:22][CH2:23][CH3:24])[cH:11][cH:12]1.